Dataset: the Open Reaction Database (ORD), a public repository of structured organic reaction records. Task: describe an organic reaction: reactants, conditions, products, and yield The product is Nc1ccc2c(N3CCN(C(=O)Nc4ccc(F)cc4)CC3)ccnc2c1. As a reaction SMILES: [CH3:39][OH:40].[F:1][C:2]([F:3])([F:4])[C:5]([OH:6])=[O:7].[F:8][c:9]1[cH:10][cH:11][c:12]([NH:15][C:16](=[O:17])[N:18]2[CH2:19][CH2:20][N:21]([c:24]3[cH:25][cH:26][n:27][c:28]4[cH:29][c:30]([N+:34]([O-:35])=[O:36])[cH:31][cH:32][c:33]34)[CH2:22][CH2:23]2)[cH:13][cH:14]1.[H:37][H:38]>>[F:8][c:9]1[cH:10][cH:11][c:12]([NH:15][C:16](=[O:17])[N:18]2[CH2:19][CH2:20][N:21]([c:24]3[cH:25][cH:26][n:27][c:28]4[cH:29][c:30]([NH2:34])[cH:31][cH:32][c:33]34)[CH2:22][CH2:23]2)[cH:13][cH:14]1. Starting materials: CO, O=C(O)C(F)(F)F, O=C(Nc1ccc(F)cc1)N1CCN(c2ccnc3cc([N+](=O)[O-])ccc23)CC1, [H][H]. Starting materials: S1SC(CC1)CCCCNC(NCC(=O)O)=O ({3-[4-(1,2-Dithiolan-3-yl)butyl]ureido}acetic acid), [H-].[Na+] (sodium hydride), N,N'-carbonyldiimidazole, S(=O)(=O)(N)N (sulfamide). Solvent: CN(C=O)C (dimethylformamide). Yields the product S1SC(CC1)CCCCNC(NCC(=O)NS(=O)(=O)N)=O (N-{3-[4-(1,2-Dithiolan-3-yl)butyl]ureidoacetyl}sulfamide). Yield: 29.7%. Reaction SMILES: [S:1]1[CH2:5][CH2:4][CH:3]([CH2:6][CH2:7][CH2:8][CH2:9][NH:10][C:11](=[O:17])[NH:12][CH2:13][C:14](O)=[O:15])[S:2]1.[S:18]([NH2:22])([NH2:21])(=[O:20])=[O:19].[H-].[Na+]>CN(C)C=O>[S:1]1[CH2:5][CH2:4][CH:3]([CH2:6][CH2:7][CH2:8][CH2:9][NH:10][C:11](=[O:17])[NH:12][CH2:13][C:14]([NH:21][S:18]([NH2:22])(=[O:20])=[O:19])=[O:15])[S:2]1 |f:2.3|. Reported procedure: The reaction was carried out as described in Example 73, but using 0.20 g of 3-[4-(1,2-dithiolan-3-yl)butyl]ureidoacetic acid (prepared as described in Example 48), 4 ml of anhydrous dimethylformamide, 0.13 g of N,N'-carbonyldiimidazole, 0.15 g of sulfamide and 0.04 g of sodium hydride (as a 55% w/w dispersion in mineral oil). The solvent was removed from the reaction mixture by evaporation under reduced pressure, and water was added to the residue. The mixture was neutralized by the addition of... The reactants are CN1N=CC=2C=3N(C=NC21)C(=NN3)S (7-methyl-3mercapto-7H-pyrazolo[4,3-e][1,2,4]-triazolo[4,3-c]pyrimidine), [K] (potassium), CI (methyl iodide). RXN SMILES: [CH3:1][N:2]1[C:10]2[N:9]=[CH:8][N:7]3[C:11]([SH:14])=[N:12][N:13]=[C:6]3[C:5]=2[CH:4]=[N:3]1.[K].[CH3:16]I>CN(C)C=O>[CH3:1][N:2]1[C:10]2[N:9]=[CH:8][N:7]3[C:11]([S:14][CH3:16])=[N:12][N:13]=[C:6]3[C:5]=2[CH:4]=[N:3]1 |^1:14|. Run in CN(C=O)C (dimethylformamide). Procedure details: To 3 g. of 7-methyl-3mercapto-7H-pyrazolo[4,3-e][1,2,4]-triazolo[4,3-c]pyrimidine, potassium salt, in 25 ml. of dimethylformamide, 2.1 g. of methyl iodide are added and the mixture is stirred for 1 hour at room temperature. The reaction mixture is then poured into 200 ml. of water and the product, 7-methyl-3-methylthio-7H-pyrazolo[4,3-e][1,2,4]triazolo[4,3-c]-pyrimidine, is filtered under suction, crystallized from dimethylformamide and obtained as yellowish crystals, m.p. 204°-206°. Run at time 1 hour. The product is CN1N=CC=2C=3N(C=NC21)C(=NN3)SC (7-Methyl-3-methylthio-7H-pyrazolo[4,3-e][1,2,4]triazolo-[4,3-c]pyrimidine). Reactants: CCN=C=NCCCN(C)C (WSC), N[C@@H](CC(C)C)C(=O)N[C@@H](CCCNC(NS(=O)(=O)C1=CC=C(C)C=C1)=N)C(=O)N1[C@H](C(=O)NCC)CCC1 (H-Leu-Arg(Tos)-Pro-NHEt), CN1CCOCC1 (N-methylmorpholine), ON1C(=O)CCC1=O (HOSu), N([C@H](CC(C)C)C(=O)O)C(=O)OC(C)(C)C (Boc-D-Leu-OH). Run in CN(C)C=O (DMF), C1CCOC1 (THF), C1CCOC1 (THF). Conditions: temperature 0 celsius, time 8 hour. Yields the product N([C@H](CC(C)C)C(=O)N[C@@H](CC(C)C)C(=O)N[C@@H](CCCNC(NS(=O)(=O)C1=CC=C(C)C=C1)=N)C(=O)N1[C@H](C(=O)NCC)CCC1)C(=O)OC(C)(C)C (Boc-D-Leu-Leu-Arg(Tos)-Pro-NHEt). Isolated yield 92.1%. RXN SMILES: [NH2:1][C@H:2]([C:7]([NH:9][C@H:10]([C:28]([N:30]1[CH2:39][CH2:38][CH2:37][C@H:31]1[C:32]([NH:34][CH2:35][CH3:36])=[O:33])=[O:29])[CH2:11][CH2:12][CH2:13][NH:14][C:15](=[NH:27])[NH:16][S:17]([C:20]1[CH:26]=[CH:25][C:23]([CH3:24])=[CH:22][CH:21]=1)(=[O:19])=[O:18])=[O:8])[CH2:3][CH:4]([CH3:6])[CH3:5].CN1CCOCC1.ON1C(=O)CCC1=O.CCN=C=NCCCN(C)C.[NH:66]([C:75]([O:77][C:78]([CH3:81])([CH3:80])[CH3:79])=[O:76])[C@@H:67]([C:72](O)=[O:73])[CH2:68][CH:69]([CH3:71])[CH3:70]>CN(C=O)C.C1COCC1>[NH:66]([C:75]([O:77][C:78]([CH3:80])([CH3:79])[CH3:81])=[O:76])[C@@H:67]([C:72]([NH:1][C@H:2]([C:7]([NH:9][C@H:10]([C:28]([N:30]1[CH2:39][CH2:38][CH2:37][C@H:31]1[C:32]([NH:34][CH2:35][CH3:36])=[O:33])=[O:29])[CH2:11][CH2:12][CH2:13][NH:14][C:15](=[NH:27])[NH:16][S:17]([C:20]1[CH:21]=[CH:22][C:23]([CH3:24])=[CH:25][CH:26]=1)(=[O:18])=[O:19])=[O:8])[CH2:3][CH:4]([CH3:6])[CH3:5])=[O:73])[CH2:68][CH:69]([CH3:71])[CH3:70]. Reported procedure: H-Leu-Arg(Tos)-Pro-NHEt was dissolved in 80 mL of DMF and 200 mL of THF. With cooling the solution was neutralized with N-methylmorpholine. To the solution, a solution in which 8.86 g of Boc-D-Leu-OH and 23.02 g of HOSu were dissolved in 200 mL of THF, and 36.4 mL of WSC were added. Next the mixture was stirred at 0° C. for 5 minutes and at room temperature overnight. After confirmation with ninhidrin, the reaction mixture was concentrated under reduced pressure. To the residue, 500 mL of water ... The reactants are CC(O)C=Cc1ccc(-c2ccnc(S(C)(=O)=O)n2)s1, CC1(C)CC(N)CC(C)(C)N1, CO, CCN(C(C)C)C(C)C. The product is CC(O)C=Cc1ccc(-c2ccnc(NC3CC(C)(C)NC(C)(C)C3)n2)s1. As a reaction SMILES: [CH3:1][S:2](=[O:3])(=[O:4])[c:5]1[n:6][cH:7][cH:8][c:9](-[c:11]2[cH:12][cH:13][c:14]([CH:16]=[CH:17][CH:18]([CH3:19])[OH:20])[s:15]2)[n:10]1.[CH3:21][C:22]1([CH3:31])[NH:23][C:24]([CH3:29])([CH3:30])[CH2:25][CH:26]([NH2:28])[CH2:27]1.[CH3:41][OH:42].[CH:32]([N:33]([CH2:34][CH3:35])[CH:36]([CH3:37])[CH3:38])([CH3:39])[CH3:40]>>[c:5]1([NH:28][CH:26]2[CH2:25][C:24]([CH3:29])([CH3:30])[NH:23][C:22]([CH3:21])([CH3:31])[CH2:27]2)[n:6][cH:7][cH:8][c:9](-[c:11]2[cH:12][cH:13][c:14]([CH:16]=[CH:17][CH:18]([CH3:19])[OH:20])[s:15]2)[n:10]1. The reactants are FC=1C=C(C=CC1CO)CCC=1N=C(SC1)NC(C)=O (N-(4-{2-[3-fluoro-4-(hydroxymethyl)phenyl]ethyl}-1,3-thiazol-2-yl)acetamide), S(=O)(Cl)Cl (thionyl chloride), S(=O)(Cl)Cl (Thionyl chloride). Solvent: C(Cl)(Cl)Cl (chloroform). Run at time 1 hour. The product is ClCC1=C(C=C(C=C1)CCC=1N=C(SC1)NC(C)=O)F (N-(4-{2-[4-(chloromethyl)-3-fluorophenyl]ethyl}-1,3-thiazol-2-yl)acetamide). The yield is 98.2%. Reaction SMILES: [F:1][C:2]1[CH:3]=[C:4]([CH2:10][CH2:11][C:12]2[N:13]=[C:14]([NH:17][C:18](=[O:20])[CH3:19])[S:15][CH:16]=2)[CH:5]=[CH:6][C:7]=1[CH2:8]O.S(Cl)([Cl:23])=O>C(Cl)(Cl)Cl>[Cl:23][CH2:8][C:7]1[CH:6]=[CH:5][C:4]([CH2:10][CH2:11][C:12]2[N:13]=[C:14]([NH:17][C:18](=[O:20])[CH3:19])[S:15][CH:16]=2)=[CH:3][C:2]=1[F:1]. Reported procedure: To a solution of N-(4-{2-[3-fluoro-4-(hydroxymethyl)phenyl]ethyl}-1,3-thiazol-2-yl)acetamide (196.6% mg, 0.668 mmol) in chloroform (10 ml) was added thionyl chloride (0.144 ml, 2.00 mmol), and the mixture was stirred at room temperature for 1 hr. Thionyl chloride (0.077 ml, 1.00 mmol) was added, and the mixture was stirred at room temperature for 1 hr and concentrated. Ethyl acetate (10 ml) was added to the residue, and the mixture was concentrated again under reduced pressure. The operation was... Reactants: NC=1C=CC=C2CN(C(C12)=O)[C@H](CS(=O)(=O)C)C1=CC(=C(C=C1)OC)OCC ((S)-7-amino-2-(1-(3-ethoxy-4-methoxyphenyl)-2-(methylsulfonyl)ethyl)isoindolin-1-one), [Si](C)(C)(C)I (TMSI), [S-2].[Na+].[Na+] (sodium sulfide). Run at temperature 80 celsius. The product is NC=1C=CC=C2CN(C(C12)=O)[C@H](CS(=O)(=O)C)C1=CC(=C(C=C1)O)OCC ((S)-7-amino-2-(1-(3-ethoxy-4-hydroxyphenyl)-2-(methylsulfonyl)ethyl)isoindolin-1-one). Isolated yield 62.2%. RXN SMILES: [NH2:1][C:2]1[CH:3]=[CH:4][CH:5]=[C:6]2[C:10]=1[C:9](=[O:11])[N:8]([C@@H:12]([C:18]1[CH:23]=[CH:22][C:21]([O:24]C)=[C:20]([O:26][CH2:27][CH3:28])[CH:19]=1)[CH2:13][S:14]([CH3:17])(=[O:16])=[O:15])[CH2:7]2.[Si](I)(C)(C)C.[S-2].[Na+].[Na+]>>[NH2:1][C:2]1[CH:3]=[CH:4][CH:5]=[C:6]2[C:10]=1[C:9](=[O:11])[N:8]([C@@H:12]([C:18]1[CH:23]=[CH:22][C:21]([OH:24])=[C:20]([O:26][CH2:27][CH3:28])[CH:19]=1)[CH2:13][S:14]([CH3:17])(=[O:16])=[O:15])[CH2:7]2 |f:2.3.4|. Procedure details: A mixture of (S)-7-amino-2-(1-(3-ethoxy-4-methoxyphenyl)-2-(methylsulfonyl)ethyl)isoindolin-1-one (10 g, 24.7 mmol) and TMSI (50 g, 250 mmol) was heated to 80° C. for 2 hours. The mixture was cooled to 0° C. in an ice-water bath. To the mixture, was added 5% aqueous sodium sulfide solution. The mixture was stirred at room temperature until all solid dissolved. The mixture was extracted with methylene chloride. The organic layer was washed with brine. The solvent was removed in vacuo to give a fo... Reactants: BrC1=C(C=C(C(=C1)F)Br)F (1,4-dibromo-2,5-Difluorobenzene), C1CCOC1 (THF), dichlorobis(triphenylphosphine) palladium (II), C(CCC)[Sn](C(=C)OCC)(CCCC)CCCC (tributyl-(1-ethoxyvinyl)tin). Yields the product C(C)(=O)C1=CC(=C(C=C1F)C(C)=O)F (1-(4-acetyl-2,5-difluorophenyl)ethan-1-one). Yield: 100.0%. RXN SMILES: Br[C:2]1[CH:7]=[C:6]([F:8])[C:5](Br)=[CH:4][C:3]=1[F:10].C([Sn](CCCC)(CCCC)C([O:18][CH2:19][CH3:20])=C)CCC.C1C[O:32][CH2:31][CH2:30]1>>[C:31]([C:5]1[C:6]([F:8])=[CH:7][C:2]([C:19](=[O:18])[CH3:20])=[C:3]([F:10])[CH:4]=1)(=[O:32])[CH3:30]. Procedure: 1,4-dibromo-2,5-Difluorobenzene (2.5 g, 9.2 mmol), dichlorobis(triphenylphosphine) palladium (II) (0.645 g, 0.92 mmol), tributyl-(1-ethoxyvinyl)tin (10 g, 27.7 mmol), and THF (50 mL) were combined in a manner analogous to the procedure described in example 14 to provide the intermediate title compound, 1-(4-acetyl-2,5-difluorophenyl)ethan-1-one, (1.8 g, 100%) as a white crystal. Electron spray M.S. 197.9 (M*−H).